This data is from the Open Reaction Database (ORD), a public repository of structured organic reaction records. The task is: describe an organic reaction: reactants, conditions, products, and yield Reactants: COCCOCCOC, CSc1nccc(O)n1, Nc1ccccc1. The product is Oc1ccnc(Nc2ccccc2)n1. As a reaction SMILES: [CH3:17][O:18][CH2:19][CH2:20][O:21][CH2:22][CH2:23][O:24][CH3:25].[CH3:1][S:2][c:3]1[n:4][cH:5][cH:6][c:7]([OH:9])[n:8]1.[NH2:10][c:11]1[cH:12][cH:13][cH:14][cH:15][cH:16]1>>[c:3]1([NH:10][c:11]2[cH:12][cH:13][cH:14][cH:15][cH:16]2)[n:4][cH:5][cH:6][c:7]([OH:9])[n:8]1. Starting materials: CC(=Cc1ccc(C)cc1)CO, CC(C)OC(C)C, O, BrP(Br)Br. Yields the product CC(=Cc1ccc(C)cc1)CBr. RXN SMILES: [CH3:1][C:2]([CH2:3][OH:4])=[CH:5][c:6]1[cH:7][cH:8][c:9]([CH3:12])[cH:10][cH:11]1.[CH:18]([O:19][CH:20]([CH3:21])[CH3:22])([CH3:23])[CH3:24].[OH2:17].[P:13]([Br:14])([Br:15])[Br:16]>>[CH3:1][C:2]([CH2:3][Br:14])=[CH:5][c:6]1[cH:7][cH:8][c:9]([CH3:12])[cH:10][cH:11]1. Starting materials: O=C(Cl)C(=O)Cl, CN1CCC(C(=O)O)CC1, ClCCl, Cl, CN(C)C=O, OC(Cc1ccccc1)c1ccccc1. The product is CN1CCC(C(=O)OC(Cc2ccccc2)c2ccccc2)CC1. RXN SMILES: [C:1]([Cl:2])(=[O:3])[C:4]([Cl:5])=[O:6].[CH3:8][N:9]1[CH2:10][CH2:11][CH:12]([C:15](=[O:16])[OH:17])[CH2:13][CH2:14]1.[Cl:38][CH2:39][Cl:40].[ClH:7].[O:18]=[CH:19][N:20]([CH3:21])[CH3:22].[c:23]1([CH:29]([CH2:30][c:31]2[cH:32][cH:33][cH:34][cH:35][cH:36]2)[OH:37])[cH:24][cH:25][cH:26][cH:27][cH:28]1>>[CH3:8][N:9]1[CH2:10][CH2:11][CH:12]([C:15](=[O:16])[O:17][CH:29]([c:23]2[cH:24][cH:25][cH:26][cH:27][cH:28]2)[CH2:30][c:31]2[cH:32][cH:33][cH:34][cH:35][cH:36]2)[CH2:13][CH2:14]1. Reactants: C(C)(=O)O (acetic acid), FC(P(OCC)=O)F (ethyl P-difluoromethylphosphinate), C(C)#N (acetonitrile), [Na] (sodium). Run in C(C)O (ethanol). Yields the product C(#N)CCP(OCC)(=O)C(F)F (ethyl P-(2-cyanoethyl)-P-difluoromethyl-phosphinate). As a reaction SMILES: [Na].[F:2][CH:3]([F:9])[PH:4](=[O:8])[O:5][CH2:6][CH3:7].[C:10](#[N:12])[CH3:11].[C:13](O)(=O)C>C(O)C>[C:10]([CH2:11][CH2:13][P:4]([CH:3]([F:9])[F:2])(=[O:8])[O:5][CH2:6][CH3:7])#[N:12] |^1:0|. Procedure details: 660 mg (28.8 mmol) of sodium are dissolved in 40 ml of ethanol. The solution is cooled to -10° and 8.6 g (57.6 mmol) of ethyl P-difluoromethylphosphinate and 3.8 ml (57.6 mmol) of acetonitrile are added with stirring. The reaction mixture is then allowed to warm up to room temperature and stirred for additional 17 hours and then adjusted to pH 6 by addition of glacial acetic acid. The solvents are evaporated and the residue is dissolved in dichloromethane, washed twice with water, dried over mag... Starting materials: [C-]#N.[K+] (KCN), water ice, S(C)(=O)(=O)OCCCC1=CC=CC2=CC=C(C=C12)OC (3-(7-METHOXY-1-NAPHTHYL)PROPYL MESYLATE). Solvent: CS(=O)C (DMSO). Yields the product COC1=CC=C2C=CC=C(C2=C1)CCCC#N (4-(7-METHOXY-1-NAPHTHYL)BUTYRONITRILE). RXN SMILES: [C-:1]#[N:2].[K+].S(O[CH2:9][CH2:10][CH2:11][C:12]1[C:21]2[C:16](=[CH:17][CH:18]=[C:19]([O:22][CH3:23])[CH:20]=2)[CH:15]=[CH:14][CH:13]=1)(=O)(=O)C>CS(C)=O>[CH3:23][O:22][C:19]1[CH:20]=[C:21]2[C:16]([CH:15]=[CH:14][CH:13]=[C:12]2[CH2:11][CH2:10][CH2:9][C:1]#[N:2])=[CH:17][CH:18]=1 |f:0.1|. Procedure details: In a 100-cm3 flask, the 3-(7-methoxy-1-naphthyl)propyl mesylate obtained in stage D is dissolved in DMSO. KCN is added and the mixture is brought to reflux for 2 h. It is allowed to cool. It is poured into a water/ice mixture. The resulting mixture is extracted with ether. The organic phase is washed with water, dried over CaCl2 and evaporated. The product obtained is recrystallized. The reactants are ClC1(C(NC2=CC=C(C=C12)Cl)=O)C1=C(C=CC=C1)OC (3,5-dichloro-3-(2-methoxyphenyl)-1,3-dihydro-2H-indol-2-one), FC(C(=O)O)(F)F.N[C@H](C(=O)N(C)C)CC(=O)N ((2S)-2-amino-N1,N1-dimethylsuccinamide trifluoroacetate). The product is ClC=1C=C2C(C(NC2=CC1)=O)(C1=C(C=CC=C1)OC)N[C@H](C(=O)N(C)C)CC(=O)N ((2S)-2-{[5-chloro-3-(2-methoxyphenyl)-2-oxo-2,3-dihydro-1H-indol-3-yl]amino}-N1,N1-dimethylsuccinamide). RXN SMILES: Cl[C:2]1([C:13]2[CH:18]=[CH:17][CH:16]=[CH:15][C:14]=2[O:19][CH3:20])[C:10]2[C:5](=[CH:6][CH:7]=[C:8]([Cl:11])[CH:9]=2)[NH:4][C:3]1=[O:12].FC(F)(F)C(O)=O.[NH2:28][C@@H:29]([CH2:35][C:36]([NH2:38])=[O:37])[C:30]([N:32]([CH3:34])[CH3:33])=[O:31]>>[Cl:11][C:8]1[CH:9]=[C:10]2[C:5](=[CH:6][CH:7]=1)[NH:4][C:3](=[O:12])[C:2]2([NH:28][C@@H:29]([CH2:35][C:36]([NH2:38])=[O:37])[C:30]([N:32]([CH3:34])[CH3:33])=[O:31])[C:13]1[CH:18]=[CH:17][CH:16]=[CH:15][C:14]=1[O:19][CH3:20] |f:1.2|. Procedure details: With 1.08 g of 3,5-dichloro-3-(2-methoxyphenyl)-1,3-dihydro-2H-indol-2-one and the compound obtained in Step 67-2 (15.5 mmol, crude form) as starting materials, 576 mg of the title compound (colorless amorphous) was obtained by a similar method to Step 4-2. Starting materials: BrC=1C=C(C=2C(=NN(C2C1)C(C)C)C)C(=O)OC (methyl 6-bromo-1-isopropyl-3-methyl-1H-indazole-4-carboxylate), [OH-].[Na+] (sodium hydroxide). Solvent: C(C)O (ethanol), O (water). Yields the product BrC=1C=C(C=2C(=NN(C2C1)C(C)C)C)C(=O)O (6-bromo-1-isopropyl-3-methyl-1H-indazole-4-carboxylic acid), solid. The yield is 95.6%. RXN SMILES: [Br:1][C:2]1[CH:3]=[C:4]([C:15]([O:17]C)=[O:16])[C:5]2[C:6]([CH3:14])=[N:7][N:8]([CH:11]([CH3:13])[CH3:12])[C:9]=2[CH:10]=1.[OH-].[Na+]>C(O)C.O>[Br:1][C:2]1[CH:3]=[C:4]([C:15]([OH:17])=[O:16])[C:5]2[C:6]([CH3:14])=[N:7][N:8]([CH:11]([CH3:12])[CH3:13])[C:9]=2[CH:10]=1 |f:1.2|. Procedure: To a stirred solution of methyl 6-bromo-1-isopropyl-3-methyl-1H-indazole-4-carboxylate (7.5 g, 24.11 mmol) in ethanol (400 mL) was added sodium hydroxide (1.45 g, 36.17 mmol) in water (60 mL) and the reaction mixture was stirred at reflux for 6 h. The reaction mixture was concentrated under reduced pressure and the residue was diluted with water (150 mL), and acidified with 2N HCl to pH˜2. The precipitated acid was collected by filtration, washed with ether (200 mL, and dried to afford 6-bromo-1... Starting materials: S(=O)([O-])S(=O)[O-].[Na+].[Na+] (sodium dithionite), C(C=C)OC1=C(C=C(C=C1)C1=NSC2=C1N=NNC2=O)C#N (7-(4-allyloxy-3-cyanophenyl)isothiazolo[4,5-d]-1,2,3-triazin-4(3H)-one), C[N+]1(CCOCC1)[O-] (N-methylmorpholine N-oxide), solution, CN(C=O)C (dimethylformamide). The reagents and catalysts are [Os](=O)(=O)(=O)=O (osmium tetroxide). The solvent is O (water), O (water), O (water). Run at time 7 day. Product: C(#N)C=1C=C(C=CC1OCC(CO)O)C1=NSC2=C1N=NNC2=O (7-[3-cyano-4-(2,3-dihydroxypropoxy)phenyl]isothiazolo[4,5-d]-1,2,3-triazin-4(3H)-one). Reaction SMILES: C(OC1C=[CH:9][C:8]([C:11]2[C:15]3[N:16]=[N:17][NH:18][C:19](=[O:20])[C:14]=3[S:13][N:12]=2)=[CH:7][C:6]=1[C:21]#[N:22])C=C.C[N+]1([O-])[CH2:29][CH2:28][O:27][CH2:26][CH2:25]1.S(S([O-])=O)([O-])=[O:32].[Na+].[Na+].CN(C)[CH:41]=[O:42]>O.[Os](=O)(=O)(=O)=O>[C:21]([C:6]1[CH:7]=[C:8]([C:11]2[C:15]3[N:16]=[N:17][NH:18][C:19](=[O:20])[C:14]=3[S:13][N:12]=2)[CH:9]=[CH:29][C:28]=1[O:27][CH2:26][CH:25]([OH:32])[CH2:41][OH:42])#[N:22] |f:2.3.4|. Reported procedure: A solution of 500 mg of 7-(4-allyloxy-3-cyanophenyl)isothiazolo[4,5-d]-1,2,3-triazin-4(3H)-one and 200 mg of N-methylmorpholine N-oxide in 15 ml of dimethylformamide and 5 ml of water was treated with 1.75 ml of a 0.4% solution of osmium tetroxide in water. The mixture was stirred at room temperature for 7 days and then a solution of 220 mg of sodium dithionite in 5 ml of water was added. The solvent was removed by evaporation and the residue was extracted with hot ethyl acetate, filtered and th... Starting materials: ClC1=C(C=NC2=CC(=CC=C12)Cl)[N+](=O)[O-] (4,7-Dichloro-3-nitro-quinoline), FC1=CC=C(N)C=C1 (4-fluoroaniline). Solvent: O (water). Yields the product ClC1=CC=C2C(=C(C=NC2=C1)[N+](=O)[O-])NC1=CC=C(C=C1)F ((7-Chloro-3-nitro-quinolin-4-yl)-(4-fluoro-phenyl)-amine). Reaction SMILES: Cl[C:2]1[C:11]2[C:6](=[CH:7][C:8]([Cl:12])=[CH:9][CH:10]=2)[N:5]=[CH:4][C:3]=1[N+:13]([O-:15])=[O:14].[F:16][C:17]1[CH:23]=[CH:22][C:20]([NH2:21])=[CH:19][CH:18]=1>O>[Cl:12][C:8]1[CH:7]=[C:6]2[C:11]([C:2]([NH:21][C:20]3[CH:22]=[CH:23][C:17]([F:16])=[CH:18][CH:19]=3)=[C:3]([N+:13]([O-:15])=[O:14])[CH:4]=[N:5]2)=[CH:10][CH:9]=1. Reported procedure: 1.3 g (5.3 mmol) 4,7-dichloro-3-nitro-quinoline (Example 15b) and 0.525 g (5.3 mmol) 4-fluoroaniline are stirred at rt for 1 h. The reaction mixture is poured into 150 ml of water, and the resulting crystals are filtered off. After washing with water, the solid is dissolved in ca. 170 ml of ethanol and then concentrated to ca. 30 ml. The solution is cooled in ice-water. The crystals which precipitate are filtered off and dried overnight at 70° C. (high vacuum). mp: 198-200° C.; MS: 318 (M++1); H... Reactants: Fc1ccccc1CBr, O=C([O-])[O-], CCCCc1nc(C)[nH]c(=O)c1Cc1ccc(-c2ccccc2C#N)cc1, CN(C)C=O, CCOC(C)=O, [K+], [K+]. The product is CCCCc1nc(C)n(Cc2ccccc2F)c(=O)c1Cc1ccc(-c2ccccc2C#N)cc1. RXN SMILES: [Br:34][CH2:35][c:36]1[c:37]([F:42])[cH:38][cH:39][cH:40][cH:41]1.[C:28](=[O:29])([O-:30])[O-:31].[CH2:1]([CH2:2][CH2:3][CH3:4])[c:5]1[n:6][c:7]([CH3:27])[nH:8][c:9](=[O:26])[c:10]1[CH2:11][c:12]1[cH:13][cH:14][c:15](-[c:18]2[c:19]([C:24]#[N:25])[cH:20][cH:21][cH:22][cH:23]2)[cH:16][cH:17]1.[CH3:43][N:44]([CH3:45])[CH:46]=[O:47].[CH3:48][CH2:49][O:50][C:51](=[O:52])[CH3:53].[K+:32].[K+:33]>>[CH2:1]([CH2:2][CH2:3][CH3:4])[c:5]1[n:6][c:7]([CH3:27])[n:8]([CH2:35][c:36]2[c:37]([F:42])[cH:38][cH:39][cH:40][cH:41]2)[c:9](=[O:26])[c:10]1[CH2:11][c:12]1[cH:13][cH:14][c:15](-[c:18]2[c:19]([C:24]#[N:25])[cH:20][cH:21][cH:22][cH:23]2)[cH:16][cH:17]1.